From a dataset of the Open Reaction Database (ORD), a public repository of structured organic reaction records. describe an organic reaction: reactants, conditions, products, and yield Run at temperature 23 celsius, time 15 minute. Starting materials: C(C)(C)(C)OC(N[C@H]1CNCC1)=O ((R)-pyrrolidin-3-yl-carbamic acid tert-butyl ester), [H-].[Na+] (NaH), O (Water), BrC1=CN=C2C(=N1)N(N=N2)CC=2C=CC1=C(CCO1)C2 (6-Bromo-1-(2,3-dihydro-benzofuran-5-ylmethyl)-1H-[1,2,3]triazolo[4,5-b]pyrazine). RXN SMILES: [C:1]([O:5][C:6](=[O:13])[NH:7][C@@H:8]1[CH2:12][CH2:11][NH:10][CH2:9]1)([CH3:4])([CH3:3])[CH3:2].[H-].[Na+].Br[C:17]1[N:22]=[C:21]2[N:23]([CH2:26][C:27]3[CH:28]=[CH:29][C:30]4[O:34][CH2:33][CH2:32][C:31]=4[CH:35]=3)[N:24]=[N:25][C:20]2=[N:19][CH:18]=1.O>CN(C=O)C>[C:1]([O:5][C:6](=[O:13])[NH:7][C@@H:8]1[CH2:12][CH2:11][N:10]([C:17]2[N:22]=[C:21]3[N:23]([CH2:26][C:27]4[CH:28]=[CH:29][C:30]5[O:34][CH2:33][CH2:32][C:31]=5[CH:35]=4)[N:24]=[N:25][C:20]3=[N:19][CH:18]=2)[CH2:9]1)([CH3:4])([CH3:2])[CH3:3] |f:1.2|. Procedure: To a solution of (R)-pyrrolidin-3-yl-carbamic acid tert-butyl ester (37 mg, 0.165 mmoL) in anhydrous DMF (2 mL) was added NaH (60% in oil, 7 mg, 0.18 mmol). The solution was stirred at 23° C. for 15 minutes. 6-Bromo-1-(2,3-dihydro-benzofuran-5-ylmethyl)-1H-[1,2,3]triazolo[4,5-b]pyrazine (50 mg, 0.15 mmol) was added and the reaction solution was microwaved at 100° C. for 30 min. Water (10 mL) was added and the aqueous layer was extracted with EtOAc (3×10 mL). The combined extracts were dried with... Run in CN(C)C=O (DMF). Yields the product C(C)(C)(C)OC(N[C@H]1CN(CC1)C=1N=C2C(=NC1)N=NN2CC=2C=CC1=C(CCO1)C2)=O ({(R)-1-[3-(2,3-Dihydro-benzofuran-5-ylmethyl)-3H-[1,2,3]triazolo[4,5-b]pyrazin-5-yl]-pyrrolidin-3-yl}-carbamic acid tert-butyl ester). Yield: 102.1%. Starting materials: C=CCNc1ccccc1, O=C(Cl)OCc1ccccc1, ClCCl, Cl, c1ccncc1. Product: C=CCN(C(=O)OCc1ccccc1)c1ccccc1. As a reaction SMILES: [CH2:1]([CH:2]=[CH2:3])[NH:4][c:5]1[cH:6][cH:7][cH:8][cH:9][cH:10]1.[Cl:17][C:18](=[O:19])[O:20][CH2:21][c:22]1[cH:23][cH:24][cH:25][cH:26][cH:27]1.[Cl:29][CH2:30][Cl:31].[ClH:28].[cH:11]1[cH:12][cH:13][n:14][cH:15][cH:16]1>>[CH2:1]([CH:2]=[CH2:3])[N:4]([c:5]1[cH:6][cH:7][cH:8][cH:9][cH:10]1)[C:18](=[O:19])[O:20][CH2:21][c:22]1[cH:23][cH:24][cH:25][cH:26][cH:27]1. The reactants are C(C1=CC=CC=C1)N1CCC2(CC1)C(N(C1=CC=CC=C12)C)=O (1'-benzyl-1-methyl-2-oxoindoline-3-spiro-4'-piperidine), C(C1=CC=CC=C1)OC(=O)Cl (benzyloxycarbonyl chloride), C1(=CC=CC=C1)C (toluene). Run in O (water). Yields the product C(C1=CC=CC=C1)OC(=O)N1CCC2(CC1)C(N(C1=CC=CC=C12)C)=O (1'-benzyloxycarbonyl-1-methyl-2-oxo-indoline-3-spiro-4'-piperidine). Reaction SMILES: C([N:8]1[CH2:13][CH2:12][C:11]2([C:21]3[C:16](=[CH:17][CH:18]=[CH:19][CH:20]=3)[N:15]([CH3:22])[C:14]2=[O:23])[CH2:10][CH2:9]1)C1C=CC=CC=1.[CH2:24]([O:31][C:32](Cl)=[O:33])[C:25]1[CH:30]=[CH:29][CH:28]=[CH:27][CH:26]=1.C1(C)C=CC=CC=1>O>[CH2:24]([O:31][C:32]([N:8]1[CH2:13][CH2:12][C:11]2([C:21]3[C:16](=[CH:17][CH:18]=[CH:19][CH:20]=3)[N:15]([CH3:22])[C:14]2=[O:23])[CH2:10][CH2:9]1)=[O:33])[C:25]1[CH:30]=[CH:29][CH:28]=[CH:27][CH:26]=1. Procedure: A mixture of 15.1 g of 1'-benzyl-1-methyl-2-oxoindoline-3-spiro-4'-piperidine, 33.5 g of benzyloxycarbonyl chloride and 530 ml of toluene was refluxed for 6 hours. The resulting mixture was poured into water and extracted with ethylacetate. The extract was washed with water, dried over anhydrous sodium sulfate and concentrated in vacuo. Thus obtained oil was washed with n-hexane to give 1'-benzyloxycarbonyl-1-methyl-2-oxo-indoline-3-spiro-4'-piperidine. Reactants: CC(=O)NCC1CN(c2ccc(N3CCN(S(=O)(=O)CC#N)CC3)c(F)c2)C(=O)O1, CO, [Mg]. Yields the product CC(=O)[NH+]([O-])CC1CN(c2ccc(N3CCN(S(=O)(=O)CC#N)CC3)c(F)c2)C(=O)O1. Reaction SMILES: [C:1](#[N:2])[CH2:3][S:4](=[O:5])(=[O:6])[N:7]1[CH2:8][CH2:9][N:10]([c:13]2[c:14]([F:30])[cH:15][c:16]([N:19]3[C:20](=[O:29])[O:21][CH:22]([CH2:24][NH:25][C:26]([CH3:27])=[O:28])[CH2:23]3)[cH:17][cH:18]2)[CH2:11][CH2:12]1.[CH3:32][OH:33].[Mg:31]>>[C:1](#[N:2])[CH2:3][S:4](=[O:5])(=[O:6])[N:7]1[CH2:8][CH2:9][N:10]([c:13]2[c:14]([F:30])[cH:15][c:16]([N:19]3[C:20](=[O:29])[O:21][CH:22]([CH2:24][NH+:25]([C:26]([CH3:27])=[O:28])[O-:33])[CH2:23]3)[cH:17][cH:18]2)[CH2:11][CH2:12]1. Reactants: O (water), [Si](C)(C)(C(C)(C)C)O[C@H]1C[C@H](CC1)OC1OCCCC1 ((1R,3S)-1-(tert-butyldimethylsilyl)oxy-3-tetrahydropyranyloxycyclopentane), solution, [F-].C(CCC)[N+](CCCC)(CCCC)CCCC (tetrabutylammonium fluoride). Yields the product O1C(CCCC1)O[C@@H]1C[C@@H](CC1)O ((1R,3S)-3-Tetrahydropyranyloxycyclopentanol). Yield: 89.0%. RXN SMILES: [Si]([O:8][C@@H:9]1[CH2:13][CH2:12][C@H:11]([O:14][CH:15]2[CH2:20][CH2:19][CH2:18][CH2:17][O:16]2)[CH2:10]1)(C(C)(C)C)(C)C.[F-].C([N+](CCCC)(CCCC)CCCC)CCC.O>C1COCC1>[O:16]1[CH2:17][CH2:18][CH2:19][CH2:20][CH:15]1[O:14][C@H:11]1[CH2:12][CH2:13][C@@H:9]([OH:8])[CH2:10]1 |f:1.2|. Run in C1CCOC1 (THF), C1CCOC1 (THF). Procedure: To a stirred solution of (1R,3S)-1-(tert-butyldimethylsilyl)oxy-3-tetrahydropyranyloxycyclopentane (11.3 g, 33.0 mmol) in dry THF (40 ml) was added a 1.0M solution of tetrabutylammonium fluoride in THF (50 ml, 50.0 mmol). After stirring for 1 h at room temperature, the reaction mixture was poured into water (200 ml) and the whole extracted with ether (200 ml). The ether phase was washed with brine (200 ml), dried (MgSO4) and concentrated under reduced pressure. Chromatographic purification of th... Run at time 1 hour. Reactants: C(C(=O)OCC)(=O)OCC (diethyl oxalate), C[Si]([O-])(C)C.[K+] (potassium trimethylsilanolate). Run in CCOCC (ether). Yields the product C(C(=O)[O-])(=O)OCC.[K+] (Potassium ethyl oxalate). Yield: 79.2%. RXN SMILES: [C:1]([O:8]CC)(=[O:7])[C:2]([O:4][CH2:5][CH3:6])=[O:3].C[Si](C)(C)[O-].[K+:16]>CCOCC>[C:2]([O:4][CH2:5][CH3:6])(=[O:3])[C:1]([O-:8])=[O:7].[K+:16] |f:1.2,4.5|. Procedure: The procedure of Example 1 was followed using diethyl oxalate (3.0 mL, 22 mmol), potassium trimethylsilanolate (3.85 g, 22 mmol), dry ether (70 mL), an ice bath to maintain room temperature initially, and a 1.5 h reaction time. Potassium ethyl oxalate (2.72 g, 79% yield) was isolated as a white solid: 1H NMR (D2O) δ 1.3 (t, J=7.2 Hz, CH3, 3H), 4.2 ppm (q, J=7.2 Hz, CH2, 2H). Anal. Calcd. for C4H5KO4 : C, 30.76; H, 3.23; K, 25.04. Found: C, 30.39; H, 3.29; K, 25.30. The reactants are CC(OCc1ccccc1)C(CCc1ccccc1Cl)n1cnc(C(N)=O)c1, CO, ClC(Cl)Cl, C[Si](C)(C)I. Product: CC(O)C(CCc1ccccc1Cl)n1cnc(C(N)=O)c1. As a reaction SMILES: [CH2:1]([c:2]1[cH:3][cH:4][cH:5][cH:6][cH:7]1)[O:8][CH:9]([CH3:10])[CH:11]([CH2:12][CH2:13][c:14]1[c:15]([Cl:20])[cH:16][cH:17][cH:18][cH:19]1)[n:21]1[cH:22][n:23][c:24]([C:26](=[O:27])[NH2:28])[cH:25]1.[CH3:34][OH:35].[CH:36]([Cl:37])([Cl:38])[Cl:39].[I:29][Si:30]([CH3:31])([CH3:32])[CH3:33]>>[OH:8][CH:9]([CH3:10])[CH:11]([CH2:12][CH2:13][c:14]1[c:15]([Cl:20])[cH:16][cH:17][cH:18][cH:19]1)[n:21]1[cH:22][n:23][c:24]([C:26](=[O:27])[NH2:28])[cH:25]1. Starting materials: FC(C=1C=C(C=C(C1)C(F)(F)F)[C@@H]1[C@@H](N(C(O1)=O)CC1=NC(=NC=C1C=1C=C(C=NC1OC)C1=C(C=C(C(=O)OC)C=C1)C)N1CCOCC1)C)(F)F (Methyl 4-{5-[4-({(4S,5R)-5-[3,5-bis(trifluoromethyl)phenyl]-4-methyl-2-oxo-1,3-oxazolidin-3-yl}methyl)-2-(morpholin-4-yl)pyrimidin-5-yl]-6-methoxypyridin-3-yl}-3-methylbenzoate), NN (hydrazine). The solvent is C(C)O (ethanol). Product: FC(C=1C=C(C=C(C1)C(F)(F)F)[C@@H]1[C@@H](N(C(O1)=O)CC1=NC(=NC=C1C=1C=C(C=NC1OC)C1=C(C=C(C(=O)NN)C=C1)C)N1CCOCC1)C)(F)F (4-{5-[4-({(4S,5R)-5-[3,5-Bis(trifluoromethyl)phenyl]-4-methyl-2-oxo-1,3-oxazolidin-3-yl}methyl)-2-(morpholin-4-yl)pyrimidin-5-yl]-6-methoxypyridin-3-yl}-3-methylbenzohydrazide). As a reaction SMILES: [F:1][C:2]([F:53])([F:52])[C:3]1[CH:4]=[C:5]([C@H:13]2[O:17][C:16](=[O:18])[N:15]([CH2:19][C:20]3[C:25]([C:26]4[CH:27]=[C:28]([C:34]5[CH:43]=[CH:42][C:37]([C:38]([O:40]C)=O)=[CH:36][C:35]=5[CH3:44])[CH:29]=[N:30][C:31]=4[O:32][CH3:33])=[CH:24][N:23]=[C:22]([N:45]4[CH2:50][CH2:49][O:48][CH2:47][CH2:46]4)[N:21]=3)[C@H:14]2[CH3:51])[CH:6]=[C:7]([C:9]([F:12])([F:11])[F:10])[CH:8]=1.[NH2:54][NH2:55]>C(O)C>[F:52][C:2]([F:1])([F:53])[C:3]1[CH:4]=[C:5]([C@H:13]2[O:17][C:16](=[O:18])[N:15]([CH2:19][C:20]3[C:25]([C:26]4[CH:27]=[C:28]([C:34]5[CH:43]=[CH:42][C:37]([C:38]([NH:54][NH2:55])=[O:40])=[CH:36][C:35]=5[CH3:44])[CH:29]=[N:30][C:31]=4[O:32][CH3:33])=[CH:24][N:23]=[C:22]([N:45]4[CH2:50][CH2:49][O:48][CH2:47][CH2:46]4)[N:21]=3)[C@H:14]2[CH3:51])[CH:6]=[C:7]([C:9]([F:10])([F:11])[F:12])[CH:8]=1. Procedure details: Methyl 4-{5-[4-({(4S,5R)-5-[3,5-bis(trifluoromethyl)phenyl]-4-methyl-2-oxo-1,3-oxazolidin-3-yl}methyl)-2-(morpholin-4-yl)pyrimidin-5-yl]-6-methoxypyridin-3-yl}-3-methylbenzoate (EXAMPLE 39 Step A, 0.114 g, 0.153 mmol) was dissolved in ethanol (1.0 mL). Added hydrazine (0.144 mL, 4.59 mmol), and stirred at 85° C. in a screw cap vial (Pressure type) under a nitrogen blanket. Once complete, the solvent was removed by rotary evaporation and the crude isolate was partitioned between ethyl acetate and...